From a dataset of the Open Reaction Database (ORD), a public repository of structured organic reaction records. describe an organic reaction: reactants, conditions, products, and yield Starting materials: CCOC(=O)C(Br)(Br)C(=O)OCC, O=C([O-])[O-], CC#N, [K+], [K+], O=Cc1ccc(O)c(O)c1. Product: CCOC(=O)C1(C(=O)OCC)Oc2ccc(C=O)cc2O1. RXN SMILES: [Br:11][C:12]([C:13](=[O:14])[O:15][CH2:16][CH3:17])([C:18](=[O:19])[O:20][CH2:21][CH3:22])[Br:23].[C:24](=[O:25])([O-:26])[O-:27].[CH3:30][C:31]#[N:32].[K+:28].[K+:29].[OH:1][c:2]1[cH:3][c:4]([CH:5]=[O:6])[cH:7][cH:8][c:9]1[OH:10]>>[O:1]1[c:2]2[cH:3][c:4]([CH:5]=[O:6])[cH:7][cH:8][c:9]2[O:10][C:12]1([C:13](=[O:14])[O:15][CH2:16][CH3:17])[C:18](=[O:19])[O:20][CH2:21][CH3:22]. The reactants are C1CCOC1, FC(F)(F)Sc1ccc(CBr)cc1, OCc1ccc(SC(F)(F)F)cc1, [H-], [Na+]. Yields the product FC(F)(F)Sc1ccc(COCc2ccc(SC(F)(F)F)cc2)cc1. RXN SMILES: [CH2:29]1[O:30][CH2:31][CH2:32][CH2:33]1.[F:16][C:17]([S:18][c:19]1[cH:20][cH:21][c:22]([CH2:23][Br:24])[cH:25][cH:26]1)([F:27])[F:28].[F:3][C:4]([S:5][c:6]1[cH:7][cH:8][c:9]([CH2:10][OH:11])[cH:12][cH:13]1)([F:14])[F:15].[H-:1].[Na+:2]>>[F:3][C:4]([S:5][c:6]1[cH:7][cH:8][c:9]([CH2:10][O:11][CH2:23][c:22]2[cH:21][cH:20][c:19]([S:18][C:17]([F:16])([F:27])[F:28])[cH:26][cH:25]2)[cH:12][cH:13]1)([F:14])[F:15]. Starting materials: NC1=NC=NN2C1=C(C=C2C(=O)OCCCC)C2=CC=C(C=C2)NC(=O)NC2=NC(=CC=C2)C(F)(F)F (butyl 4-amino-5-{4-[({[6-(trifluoromethyl)pyridin-2-yl]amino}carbonyl)amino]phenyl}pyrrolo[2,1-f][1,2,4]triazine-7-carboxylate), [OH-].[Na+] (sodium hydroxide), Cl (hydrochloric acid). Solvent: C1CCOC1 (THF), CO (MeOH). Run at time 4 hour. The product is NC1=NC=NN2C1=C(C=C2C(=O)O)C2=CC=C(C=C2)NC(=O)NC2=NC(=CC=C2)C(F)(F)F (4-amino-5-{4-[({[6-(trifluoromethyl)pyridin-2-yl]amino}carbonyl)amino]phenyl}pyrrolo[2,1-f][1,2,4]triazine-7-carboxylic acid). Isolated yield 72.5%. RXN SMILES: [NH2:1][C:2]1[C:7]2=[C:8]([C:18]3[CH:23]=[CH:22][C:21]([NH:24][C:25]([NH:27][C:28]4[CH:33]=[CH:32][CH:31]=[C:30]([C:34]([F:37])([F:36])[F:35])[N:29]=4)=[O:26])=[CH:20][CH:19]=3)[CH:9]=[C:10]([C:11]([O:13]CCCC)=[O:12])[N:6]2[N:5]=[CH:4][N:3]=1.[OH-].[Na+].Cl>C1COCC1.CO>[NH2:1][C:2]1[C:7]2=[C:8]([C:18]3[CH:23]=[CH:22][C:21]([NH:24][C:25]([NH:27][C:28]4[CH:33]=[CH:32][CH:31]=[C:30]([C:34]([F:37])([F:36])[F:35])[N:29]=4)=[O:26])=[CH:20][CH:19]=3)[CH:9]=[C:10]([C:11]([OH:13])=[O:12])[N:6]2[N:5]=[CH:4][N:3]=1 |f:1.2|. Reported procedure: A mixture of butyl 4-amino-5-{4-[({[6-(trifluoromethyl)pyridin-2-yl]amino}carbonyl)amino]phenyl}pyrrolo[2,1-f][1,2,4]triazine-7-carboxylate (96.0 mg, 0.19 mmol) and 1 N aqueous sodium hydroxide solution (0.94 mL, 0.94 mmol) in THF (4 mL) and MeOH (5 mL) was stirred at rt for 4 h and acidified to pH 3 using 2N hydrochloric acid. The organic solvents were evaporated under reduced pressure and the residue was suspended in water (5 mL). The solid was filtered, washed with water and air-dried to give... Starting materials: O (water), COC(C)(C)C (tert-butyl methyl ether), C(C)OC(CN(C(=O)OC(C)(C)C)CC#C)=O (N-tert-butoxycarbonyl-propargylglycine ethyl ester), P(=O)([O-])([O-])[O-].[K+].[K+].[K+] (potassium phosphate), solution, resultant solution. Solvent: C(C)#N (acetonitrile). Procedure: Various enzymes shown in the following Table 1 were weighed in amounts shown in the following Table 2, respectively. Then, into the above-mentioned enzyme was added a solution prepared by dissolving 0.1 ml of a 2 M tert-butyl methyl ether solution of N-tert-butoxycarbonyl-propargylglycine ethyl ester into 5 ml of a 100 mM potassium phosphate buffering solution (pH 7.0). The resultant solution was stirred at 40° C. for 20 hours. Then, 6.4 ml of water and 8.6 ml of acetonitrile were added and mixe... The product is C(C)(C)(C)OC(=O)N(CC(=O)O)CC#C (N-tert-butoxycarbonyl-propargylglycine), C(C)OC(CN(C(=O)OC(C)(C)C)CC#C)=O (N-tert-butoxycarbonyl-propargylglycine ethyl ester). As a reaction SMILES: COC(C)(C)C.[CH2:7]([O:9][C:10](=[O:23])[CH2:11][N:12]([CH2:20][C:21]#[CH:22])[C:13]([O:15][C:16]([CH3:19])([CH3:18])[CH3:17])=[O:14])[CH3:8].P([O-])([O-])([O-])=O.[K+].[K+].[K+].O>C(#N)C>[C:16]([O:15][C:13]([N:12]([CH2:20][C:21]#[CH:22])[CH2:11][C:10]([OH:23])=[O:9])=[O:14])([CH3:19])([CH3:18])[CH3:17].[CH2:7]([O:9][C:10](=[O:23])[CH2:11][N:12]([CH2:20][C:21]#[CH:22])[C:13]([O:15][C:16]([CH3:18])([CH3:19])[CH3:17])=[O:14])[CH3:8] |f:2.3.4.5|. RXN SMILES: [N+](=[CH:3][C:4](=[O:8])[CH2:5][CH2:6][CH3:7])=[N-].O.[C:10]1([S:16]([OH:19])(=[O:18])=[O:17])[CH:15]=[CH:14][CH:13]=[CH:12][CH:11]=1>CCOCC>[O:8]=[C:4]([CH2:5][CH2:6][CH3:7])[CH2:3][O:19][S:16]([C:10]1[CH:15]=[CH:14][CH:13]=[CH:12][CH:11]=1)(=[O:18])=[O:17] |f:1.2|. Isolated yield 77.2%. The solvent is CCOCC (ether). Procedure: A 1.2 g quantity of 1-diazo-2-pentanone is dissolved in 50 ml of ether, and 2.3 g of benzenesulfonic acid monohydrate is slowly added to the solution at room temperature. The same procedure as in Example 1 is thereafter followed to give 2.0 g of 2-oxopentylbenzene sulfonate in the form of a colorless transparent oil (Compound 6). Yield 77.2%. Starting materials: Compound 6, O.C1(=CC=CC=C1)S(=O)(=O)O (benzenesulfonic acid monohydrate), [N+](=[N-])=CC(CCC)=O (1-diazo-2-pentanone). Product: O=C(COS(=O)(=O)C1=CC=CC=C1)CCC (2-oxopentylbenzene sulfonate). Yields the product COC(=O)C1=CN(C2=CC=CC=C12)CC (1-ethyl-1H-indole-3-carboxylic acid methyl ester). Reaction SMILES: [CH3:1][O:2][C:3]([C:5]1[C:13]2[C:8](=[CH:9][CH:10]=[CH:11][CH:12]=2)[NH:7][CH:6]=1)=[O:4].I[CH2:15][CH3:16].[H-].[Na+]>C1COCC1>[CH3:1][O:2][C:3]([C:5]1[C:13]2[C:8](=[CH:9][CH:10]=[CH:11][CH:12]=2)[N:7]([CH2:15][CH3:16])[CH:6]=1)=[O:4] |f:2.3|. The solvent is C1CCOC1 (THF). Reactants: COC(=O)C1=CNC2=CC=CC=C12 (1H-indole-3-carboxylic acid methyl ester), ICC (iodoethane), [H-].[Na+] (sodium hydride). The yield is 77.6%. Procedure: A flask was charged with 1H-indole-3-carboxylic acid methyl ester (2 g, 11.41 mmol) and iodoethane (4.4 g, 28.5 mmol) in dry THF (25 mL). The mixture was stirred in a water bath and a 60% dispersion of sodium hydride (0.68 g, 17.12 mmol) in mineral oil was added in portions over 5 minutes. The reaction stirred for 48 hours and was quenched by careful addition of water. The mixture was extracted with dichloromethane (2×100 mL), dried over sodium sulfate and evaporated under reduced pressure. The ... The reactants are C1(CC1)N1C(C2=CN=CC=C2C2=C1C=C(C=C2)OC[C@H](CC(C)C)NC(OC(C)(C)C)=O)=O ((S)-tert-butyl (1-((6-cyclopropyl-5-oxo-5,6-dihydrobenzo[c][2,7]naphthyridin-8-yl)oxy)-4-methylpentan-2-yl)carbamate), solution, Cl (HCl), C(C)OCC (diethyl ether). The solvent is ClCCl (dichloromethane). Conditions: time 2 hour. The product is C(C=C)N1C(C2=CN=CC=C2C2=C1C=C(C=C2)OC[C@H](CC(C)C)N)=O ((S)-6-allyl-8-((2-amino-4-methylpentyl)oxy)benzo[c][2,7]naphthyridin-5(6H)-one). The yield is 10298.6%. As a reaction SMILES: [CH:1]1([N:4]2[C:13]3[CH:14]=[C:15]([O:18][CH2:19][C@@H:20]([NH:25]C(=O)OC(C)(C)C)[CH2:21][CH:22]([CH3:24])[CH3:23])[CH:16]=[CH:17][C:12]=3[C:11]3[C:6](=[CH:7][N:8]=[CH:9][CH:10]=3)[C:5]2=[O:33])[CH2:3][CH2:2]1.Cl.C(OCC)C>ClCCl>[CH2:1]([N:4]1[C:13]2[CH:14]=[C:15]([O:18][CH2:19][C@@H:20]([NH2:25])[CH2:21][CH:22]([CH3:24])[CH3:23])[CH:16]=[CH:17][C:12]=2[C:11]2[C:6](=[CH:7][N:8]=[CH:9][CH:10]=2)[C:5]1=[O:33])[CH:2]=[CH2:3]. Procedure: To a solution of (S)-tert-butyl (1-((6-cyclopropyl-5-oxo-5,6-dihydrobenzo[c][2,7]naphthyridin-8-yl)oxy)-4-methylpentan-2-yl)carbamate (100 mg, 0.221 mmol) in anhydrous dichloromethane (2 mL) was added a 2 M solution of HCl in diethyl ether (0.176 mL, 0.353 mmol) dropwise at 0° C. The reaction mixture was allowed to warm to room temperature and stirred for 2 h. The reaction mixture was then concentrated under reduced pressure to afford crude product which was purified by preparative HPLC (0.1% TF... Yields the product C1(CCCC1)NC1=NC=C(C=C1)C#CC1=CC=CC=C1 (Cyclopentyl-(5-phenylethynyl-pyridin-2-yl)-amine), solid. Procedure: 5-Phenylethynyl-pyridin-2-ylamine (100 mg, 0.515 mmol), cyclopentanone (77 mg, 0.927 mmol) and 2-picoline borane (85 mg, 0.927 mmol) were dissolved in 5.5 ml MeOH:AcOH (10:1 v/v) and stirred for 48 hours at 40° C. MeOH was then evaporated and the residue was acidified to pH 1 with 6 ml 10% HCl. The resulting white suspension was stirred for 2 hours. The mixture was extracted with dichloromethane and brine. The pH of the aqueous layer was adjusted to 12 by addition of conc. NaOH and the mixture w... The reactants are C1(=CC=CC=C1)C#CC=1C=CC(=NC1)N (5-Phenylethynyl-pyridin-2-ylamine), C1(CCCC1)=O (cyclopentanone), B.N1=C(C=CC=C1)C (2-picoline borane). Run at temperature 40 celsius, time 48 hour. Isolated yield 53.0%. Reaction SMILES: [C:1]1([C:7]#[C:8][C:9]2[CH:10]=[CH:11][C:12]([NH2:15])=[N:13][CH:14]=2)[CH:6]=[CH:5][CH:4]=[CH:3][CH:2]=1.[C:16]1(=O)[CH2:20][CH2:19][CH2:18][CH2:17]1.B.N1C=CC=CC=1C>CO.CC(O)=O>[CH:16]1([NH:15][C:12]2[CH:11]=[CH:10][C:9]([C:8]#[C:7][C:1]3[CH:6]=[CH:5][CH:4]=[CH:3][CH:2]=3)=[CH:14][N:13]=2)[CH2:20][CH2:19][CH2:18][CH2:17]1 |f:2.3,4.5|. The solvent is CO.CC(=O)O (MeOH AcOH). The product is COC1=C(C(=CC=C1)OC)C=1C2=CC=C(N2)C(=C2C=CC(C(=C3C=CC(=C(C=4C=CC1N4)C4=C(C=CC=C4OC)OC)N3)C3=C(C=CC=C3OC)OC)=N2)C2=C(C=CC=C2OC)OC (5,10,15,20-tetra(2',6'-dimethoxyphenyl)porphyrin). RXN SMILES: [CH3:1][O:2][C:3]1[CH:10]=[CH:9][CH:8]=[C:7]([O:11][CH3:12])[C:4]=1[CH:5]=O.[NH:13]1[CH:17]=[CH:16][CH:15]=[CH:14]1>C(O)(=O)CC>[CH3:1][O:2][C:3]1[CH:10]=[CH:9][CH:8]=[C:7]([O:11][CH3:12])[C:4]=1[C:5]1[C:17]2[NH:13][C:14]([C:5]([C:4]3[C:7]([O:11][CH3:12])=[CH:8][CH:9]=[CH:10][C:3]=3[O:2][CH3:1])=[C:14]3[N:13]=[C:17]([C:5]([C:4]4[C:7]([O:11][CH3:12])=[CH:8][CH:9]=[CH:10][C:3]=4[O:2][CH3:1])=[C:14]4[NH:13][C:17](=[C:5]([C:4]5[C:3]([O:2][CH3:1])=[CH:10][CH:9]=[CH:8][C:7]=5[O:11][CH3:12])[C:14]5[CH:15]=[CH:16][C:17]=1[N:13]=5)[CH:16]=[CH:15]4)[CH:16]=[CH:15]3)=[CH:15][CH:16]=2. The reactants are solution, COC1=C(C=O)C(=CC=C1)OC (2,6-dimethoxybenzaldehyde), N1C=CC=C1 (pyrrole). Run at time 8 hour. Procedure details: 1500 ml of a solution of 20 g of 2,6-dimethoxybenzaldehyde in propionic acid was heated at 100° C. with stirring, 8.05 g of pyrrole was added and the mixture was continuously heated with stirring for 7 hours. After cooling to room temperature, the mixture solution was left overnight. The reaction solution was filtered through a glass filter, and the filtrate was washed with cooled methanol and purified with a silica gel column (dichloromethane) to obtain 5,10,15,20-tetra(2',6'-dimethoxyphenyl)po... The solvent is C(CC)(=O)O (propionic acid).